This data is from the Open Reaction Database (ORD), a public repository of structured organic reaction records. The task is: describe an organic reaction: reactants, conditions, products, and yield The reactants are O=C(Cl)OCC1c2ccccc2-c2ccccc21, C1CNCCN1, Cl, Cl, O=C(O)C1CNCCN1, O=C(O)C1CNCCN1, [Na+], C1COCCO1, C1COCCO1, [OH-], O, O. The product is O=C(O)C1CN(C(=O)OCC2c3ccccc3-c3ccccc32)CCN1. As a reaction SMILES: [C:23](=[O:24])([O:25][CH2:26][CH:27]1[c:28]2[cH:29][cH:30][cH:31][cH:32][c:33]2-[c:34]2[cH:35][cH:36][cH:37][cH:38][c:39]21)[Cl:40].[CH2:41]1[NH:42][CH2:43][CH2:44][NH:45][CH2:46]1.[ClH:1].[ClH:2].[NH:14]1[CH2:15][CH2:16][NH:17][CH2:18][CH:19]1[C:20]([OH:21])=[O:22].[NH:3]1[CH:4]([C:9](=[O:10])[OH:11])[CH2:5][NH:6][CH2:7][CH2:8]1.[Na+:13].[O:47]1[CH2:48][CH2:49][O:50][CH2:51][CH2:52]1.[O:55]1[CH2:56][CH2:57][O:58][CH2:59][CH2:60]1.[OH-:12].[OH2:53].[OH2:54]>>[NH:3]1[CH:4]([C:9](=[O:10])[OH:11])[CH2:5][N:6]([C:23](=[O:24])[O:25][CH2:26][CH:27]2[c:28]3[cH:29][cH:30][cH:31][cH:32][c:33]3-[c:34]3[cH:35][cH:36][cH:37][cH:38][c:39]32)[CH2:7][CH2:8]1. The reactants are C1CCOC1, CCN(C(=O)C(C)C)c1cc(C(=O)OC)cc(-c2ccc(C)cc2)c1, Cl, [Li+], [OH-], O. The product is CCN(C(=O)C(C)C)c1cc(C(=O)O)cc(-c2ccc(C)cc2)c1. Reaction SMILES: [CH2:29]1[O:30][CH2:31][CH2:32][CH2:33]1.[CH3:1][O:2][C:3](=[O:4])[c:5]1[cH:6][c:7](-[c:19]2[cH:20][cH:21][c:22]([CH3:25])[cH:23][cH:24]2)[cH:8][c:9]([N:11]([C:12]([CH:13]([CH3:14])[CH3:15])=[O:16])[CH2:17][CH3:18])[cH:10]1.[ClH:28].[Li+:27].[OH-:26].[OH2:34]>>[O:2]=[C:3]([OH:4])[c:5]1[cH:6][c:7](-[c:19]2[cH:20][cH:21][c:22]([CH3:25])[cH:23][cH:24]2)[cH:8][c:9]([N:11]([C:12]([CH:13]([CH3:14])[CH3:15])=[O:16])[CH2:17][CH3:18])[cH:10]1. The reactants are ClCc1nnc(-c2cncc(Br)c2)o1, CCCc1cc2c(C#N)c(C#N)ccc2[nH]1. The product is CCCc1cc2c(C#N)c(C#N)ccc2n1Cc1nnc(-c2cncc(Br)c2)o1. Reaction SMILES: [Br:17][c:18]1[cH:19][n:20][cH:21][c:22](-[c:24]2[o:25][c:26]([CH2:29][Cl:30])[n:27][n:28]2)[cH:23]1.[CH2:1]([CH2:2][CH3:3])[c:4]1[nH:5][c:6]2[cH:7][cH:8][c:9]([C:15]#[N:16])[c:10]([C:13]#[N:14])[c:11]2[cH:12]1>>[CH2:1]([CH2:2][CH3:3])[c:4]1[n:5]([CH2:29][c:26]2[o:25][c:24](-[c:22]3[cH:21][n:20][cH:19][c:18]([Br:17])[cH:23]3)[n:28][n:27]2)[c:6]2[cH:7][cH:8][c:9]([C:15]#[N:16])[c:10]([C:13]#[N:14])[c:11]2[cH:12]1.